This data is from the Open Reaction Database (ORD), a public repository of structured organic reaction records. The task is: describe an organic reaction: reactants, conditions, products, and yield Reaction SMILES: [Br:1][c:2]1[cH:3][c:4]([N+:18]([O-:19])=[O:20])[c:5]([CH:8]=[C:9]([C:10](=[O:11])[O:12][CH2:13][CH3:14])[CH2:15][C:16]#[N:17])[cH:6][cH:7]1.[C:32]([OH:33])(=[O:34])[CH3:35].[CH3:26][CH2:27][O:28][C:29]([CH3:30])=[O:31].[Fe:37].[Na+:25].[O-:21][C:22]([OH:23])=[O:24].[OH2:36]>>[Br:1][c:2]1[cH:3][c:4]2[c:5]([cH:6][cH:7]1)[CH:8]=[C:9]([C:10](=[O:11])[O:12][CH2:13][CH3:14])[CH2:15][C:16]([NH2:17])=[N:18]2. Starting materials: CCOC(=O)C(=Cc1ccc(Br)cc1[N+](=O)[O-])CC#N, CC(=O)O, CCOC(C)=O, [Fe], [Na+], O=C([O-])O, O. Yields the product CCOC(=O)C1=Cc2ccc(Br)cc2N=C(N)C1.